This data is from the Open Reaction Database (ORD), a public repository of structured organic reaction records. The task is: describe an organic reaction: reactants, conditions, products, and yield RXN SMILES: ClCCCC(OC(=O)C)CCCCC.Cl[CH2:16][CH2:17][CH2:18][CH:19]([O:27]C(=O)C)[C:20]([CH3:26])([CH3:25])[CH2:21][CH2:22][CH2:23][CH3:24].C(OC(C(C)(C)CCCC)CCCC(CCCCCCC(OCC)=O)(C(OC(C)(C)C)=O)C(OC(C)(C)C)=O)(=O)C.C(C(CCCC(OC(=O)C)CCCCC(F)(F)F)CCCCCCC(OCC)=O)(O)=O.ClC(C(CCCC(OC(=O)C)CCCCC(F)(F)F)CCCCCCC(OCC)=O)=O.[C:134]([CH:137](CCCC(OC(=O)C)CCCCC(F)(F)F)[CH2:138][CH2:139][CH2:140][CH2:141][CH2:142][CH2:143][C:144]([O:146]CC)=[O:145])(=[O:136])[NH2:135].C(C(CCCC(O)CCCC(C)(C)C)CCCCCCC(O)=O)(=O)N>>[C:134]([CH:137]([CH2:16][CH2:17][CH2:18][CH:19]([OH:27])[C:20]([CH3:25])([CH3:26])[CH2:21][CH2:22][CH2:23][CH3:24])[CH2:138][CH2:139][CH2:140][CH2:141][CH2:142][CH2:143][C:144]([OH:146])=[O:145])(=[O:136])[NH2:135]. Reported procedure: The synthesis of this compound is carried out as described in Example 1, except that, in Step B, the 1-chloro-4-acetoxynonane is replaced by an equimolar amount of 1-chloro-4-acetoxy-5,5-dimethylnonane (Example G, Step 3). The product of Step B is thus: di-tert.-butyl 2(4-acetoxy-5,5-dimethylnonyl)-2-(6-ethoxycarbonylhexyl)malonate. Subsequent steps yield: ethyl 8-carboxy-12-acetoxy-13,13-dimethylheptadecanoate (C); ethyl 8-chlorocarbonyl-12-acetoxy-13,13-dimethylheptadecanoate (D); ethyl carbam... The reactants are ClCCCC(CCCCC)OC(C)=O (1-chloro-4-acetoxynonane), C(=O)(O)C(CCCCCCC(=O)OCC)CCCC(CCCCC(F)(F)F)OC(C)=O (ethyl 8carboxy-12-acetoxy-17,17,17-trifluoroheptadecanoate), C(C)(=O)OC(CCCC(C(=O)OC(C)(C)C)(C(=O)OC(C)(C)C)CCCCCCC(=O)OCC)C(CCCC)(C)C (di-tert.-butyl 2(4-acetoxy-5,5-dimethylnonyl)-2-(6-ethoxycarbonylhexyl)malonate), C(N)(=O)C(CCCCCCC(=O)O)CCCC(CCCC(C)(C)C)O (8-carbamoyl-12-hydroxy16,16dimethylheptadecanoic acid), C(N)(=O)C(CCCCCCC(=O)OCC)CCCC(CCCCC(F)(F)F)OC(C)=O (ethyl 8-carbamoyl-12-acetoxy-17,17,17-trifluoroheptadecanoate), ClCCCC(C(CCCC)(C)C)OC(C)=O (1-chloro-4-acetoxy-5,5-dimethylnonane), product, ClC(=O)C(CCCCCCC(=O)OCC)CCCC(CCCCC(F)(F)F)OC(C)=O (ethyl 8-chlorocarbonyl-12-acetoxy-17,17,17-trifluoroheptadecanoate). Product: C(N)(=O)C(CCCCCCC(=O)O)CCCC(C(CCCC)(C)C)O (8-Carbamoyl-12-hydroxy-13,13-dimethylheptadecanoic Acid). Reactants: [Br-], C1CCOC1, CCOC(=O)CCC[Zn+], Clc1cc(N2CCOCC2)nc(Cl)n1. Product: CCOC(=O)CCCc1nc(Cl)cc(N2CCOCC2)n1. Reaction SMILES: [Br-:1].[CH2:25]1[O:26][CH2:27][CH2:28][CH2:29]1.[CH2:2]([CH3:3])[O:4][C:5]([CH2:6][CH2:7][CH2:8][Zn+:9])=[O:10].[Cl:11][c:12]1[n:13][c:14]([N:19]2[CH2:20][CH2:21][O:22][CH2:23][CH2:24]2)[cH:15][c:16]([Cl:18])[n:17]1>>[CH2:2]([CH3:3])[O:4][C:5]([CH2:6][CH2:7][CH2:8][c:12]1[n:13][c:14]([N:19]2[CH2:20][CH2:21][O:22][CH2:23][CH2:24]2)[cH:15][c:16]([Cl:18])[n:17]1)=[O:10]. Starting materials: COc1cc2c(=O)n(COC(=O)C(C)(C)C)cnc2cc1OCCC1CCN(C(=O)OC(C)(C)C)CC1, O=C([O-])O, ClCCl, [Na+], O. Product: COc1cc2c(=O)n(COC(=O)C(C)(C)C)cnc2cc1OCCC1CCNCC1. As a reaction SMILES: [C:1]([O:2][C:3](=[O:4])[N:8]1[CH2:9][CH2:10][CH:11]([CH2:14][CH2:15][O:16][c:17]2[c:18]([O:36][CH3:37])[cH:19][c:20]3[c:21](=[O:35])[n:22]([CH2:27][O:28][C:29]([C:30]([CH3:31])([CH3:32])[CH3:33])=[O:34])[cH:23][n:24][c:25]3[cH:26]2)[CH2:12][CH2:13]1)([CH3:5])([CH3:6])[CH3:7].[C:39](=[O:40])([O-:41])[OH:42].[CH2:44]([Cl:45])[Cl:46].[Na+:43].[OH2:38]>>[NH:8]1[CH2:9][CH2:10][CH:11]([CH2:14][CH2:15][O:16][c:17]2[c:18]([O:36][CH3:37])[cH:19][c:20]3[c:21](=[O:35])[n:22]([CH2:27][O:28][C:29]([C:30]([CH3:31])([CH3:32])[CH3:33])=[O:34])[cH:23][n:24][c:25]3[cH:26]2)[CH2:12][CH2:13]1. Reactants: CS(=O)(=O)N1C[C@@H](OCC1)CNC1=NC(=CC2=NC=CN=C21)C2=CC=C(C=C2)N2CCNCC2 ((S)—N-((4-(methylsulfonyl)morpholin-2-yl)methyl)-7-(4-(piperazin-1-yl)phenyl)pyrido[4,3-b]pyrazin-5-amine), C=O (Formalin), [BH-](OC(=O)C)(OC(=O)C)OC(=O)C.[Na+] (NaBH(AcO)3). Solvent: C(Cl)Cl (DCM). Product: CN1CCN(CC1)C1=CC=C(C=C1)C1=CC2=NC=CN=C2C(=N1)NC[C@H]1CN(CCO1)S(=O)(=O)C ((S)-7-(4-(4-methyl piperazin-1-yl)phenyl)-N-((4-(methylsulfonyl)morpholin-2-yl)methyl)pyrido[4,3-b]pyrazin-5-amine). As a reaction SMILES: [CH3:1][S:2]([N:5]1[CH2:10][CH2:9][O:8][C@@H:7]([CH2:11][NH:12][C:13]2[C:22]3[C:17](=[N:18][CH:19]=[CH:20][N:21]=3)[CH:16]=[C:15]([C:23]3[CH:28]=[CH:27][C:26]([N:29]4[CH2:34][CH2:33][NH:32][CH2:31][CH2:30]4)=[CH:25][CH:24]=3)[N:14]=2)[CH2:6]1)(=[O:4])=[O:3].C=O.[BH-](OC(C)=O)(OC(C)=O)O[C:39](C)=O.[Na+]>C(Cl)Cl>[CH3:39][N:32]1[CH2:31][CH2:30][N:29]([C:26]2[CH:27]=[CH:28][C:23]([C:15]3[N:14]=[C:13]([NH:12][CH2:11][C@@H:7]4[O:8][CH2:9][CH2:10][N:5]([S:2]([CH3:1])(=[O:3])=[O:4])[CH2:6]4)[C:22]4[C:17](=[N:18][CH:19]=[CH:20][N:21]=4)[CH:16]=3)=[CH:24][CH:25]=2)[CH2:34][CH2:33]1 |f:2.3|. Procedure details: A solution of (S)—N-((4-(methylsulfonyl)morpholin-2-yl)methyl)-7-(4-(piperazin-1-yl)phenyl)pyrido[4,3-b]pyrazin-5-amine (60 mg, 0.12 mmol), Formalin (48 mg, 0.48 mmol) and NaBH(AcO)3 in 5 mL of DCM, was stirred at room temperature for 2 hours. The volatiles were removed in vacuo, and the residue was purified by chromatography with MeOH/H2O (1:10˜10:1) to give 46 mg of title compound. MS (m/z)=498 (M+H)+. Starting materials: IC1=CC=C(C=C1)\C(=C/COC1=CC(=C(OCC(=O)OC)C=C1)C)\C1=CC(=CC=C1)C(F)(F)F (methyl (E)-[4-[3-(4-iodophenyl)-3-(3-trifluoromethylphenyl)allyloxy]-2-methylphenoxy]acetate), C(C#C)N1N=CC=C1 (1-propargylpyrazole). The reagents and catalysts are C=1C=CC(=CC1)[P](C=2C=CC=CC2)(C=3C=CC=CC3)[Pd]([P](C=4C=CC=CC4)(C=5C=CC=CC5)C=6C=CC=CC6)([P](C=7C=CC=CC7)(C=8C=CC=CC8)C=9C=CC=CC9)[P](C=1C=CC=CC1)(C=1C=CC=CC1)C=1C=CC=CC1 (tetrakis(triphenylphosphine)palladium), [Cu]I (copper(I) iodide). Run in O1CCCC1 (tetrahydrofuran), C(C)N(CC)CC (triethylamine). Conditions: time 30 hour. The product is CC1=C(OCC(=O)OC)C=CC(=C1)OC\C=C(\C1=CC(=CC=C1)C(F)(F)F)/C1=CC=C(C=C1)C#CCN1N=CC=C1 (methyl (E)-[2-methyl-4-[3-[4-[3-(pyrazol-1-yl)propynyl]phenyl]-3-(3-trifluoromethyl phenyl)allyloxy]-phenoxy]acetate). As a reaction SMILES: I[C:2]1[CH:7]=[CH:6][C:5](/[C:8](/[C:25]2[CH:30]=[CH:29][CH:28]=[C:27]([C:31]([F:34])([F:33])[F:32])[CH:26]=2)=[CH:9]\[CH2:10][O:11][C:12]2[CH:23]=[CH:22][C:15]([O:16][CH2:17][C:18]([O:20][CH3:21])=[O:19])=[C:14]([CH3:24])[CH:13]=2)=[CH:4][CH:3]=1.[CH2:35]([N:38]1[CH:42]=[CH:41][CH:40]=[N:39]1)[C:36]#[CH:37]>O1CCCC1.C(N(CC)CC)C.C1C=CC([P]([Pd]([P](C2C=CC=CC=2)(C2C=CC=CC=2)C2C=CC=CC=2)([P](C2C=CC=CC=2)(C2C=CC=CC=2)C2C=CC=CC=2)[P](C2C=CC=CC=2)(C2C=CC=CC=2)C2C=CC=CC=2)(C2C=CC=CC=2)C2C=CC=CC=2)=CC=1.[Cu]I>[CH3:24][C:14]1[CH:13]=[C:12]([O:11][CH2:10]/[CH:9]=[C:8](\[C:5]2[CH:4]=[CH:3][C:2]([C:37]#[C:36][CH2:35][N:38]3[CH:42]=[CH:41][CH:40]=[N:39]3)=[CH:7][CH:6]=2)/[C:25]2[CH:30]=[CH:29][CH:28]=[C:27]([C:31]([F:34])([F:33])[F:32])[CH:26]=2)[CH:23]=[CH:22][C:15]=1[O:16][CH2:17][C:18]([O:20][CH3:21])=[O:19] |^1:58,60,79,98|. Procedure details: A solution of the above ester (400 mg, 0.68 mmol) in a mixture of tetrahydrofuran (12 mL) and triethylamine (12 mL) was degassed and 1-propargylpyrazole (144 mg, 1.36 mmol) was added in argon atmosphere. The solution was cooled down; tetrakis(triphenylphosphine)palladium (62 mg, 0.054 mmol) and copper(I) iodide (20 mg, 0.108 mmol) were added and the resulting mixture was stirred at ambient temperature for 30 h. The mixture was evaporated in vacuo; the residue was dissolved in ethyl acetate (20 m... The reactants are ClCCCl, CNC(=O)C(CC(=O)O)CC(C)C, ClCCl, Oc1c(F)c(F)c(F)c(F)c1F. Yields the product CNC(=O)C(CC(=O)Oc1c(F)c(F)c(F)c(F)c1F)CC(C)C. As a reaction SMILES: [CH2:26]([Cl:27])[CH2:28][Cl:29].[CH3:1][CH:2]([CH2:3][CH:4]([CH2:5][C:6](=[O:7])[OH:8])[C:9]([NH:10][CH3:11])=[O:12])[CH3:13].[Cl:30][CH2:31][Cl:32].[F:14][c:15]1[c:16]([F:25])[c:17]([F:24])[c:18]([F:23])[c:19]([F:22])[c:20]1[OH:21]>>[CH3:1][CH:2]([CH2:3][CH:4]([CH2:5][C:6]([O:7][c:20]1[c:15]([F:14])[c:16]([F:25])[c:17]([F:24])[c:18]([F:23])[c:19]1[F:22])=[O:8])[C:9]([NH:10][CH3:11])=[O:12])[CH3:13].